Dataset: the Open Reaction Database (ORD), a public repository of structured organic reaction records. Task: describe an organic reaction: reactants, conditions, products, and yield Starting materials: FC=1C=C(C=CC1C=1SC2=NC(=CC=C2N1)C1(CC1)C1=CC=CC=C1)CN1C=NC(=C1)C(=O)OCC (ethyl 1-((3-fluoro-4-(5-(1-phenylcyclopropyl)thiazolo[5,4-b]pyridin-2-yl)phenyl)methyl)-1H-imidazole-4-carboxylate), [OH-].[Li+] (lithium hydroxide). Solvent: C1CCOC1 (THF), O (water). Run at temperature 100 celsius. Yields the product FC=1C=C(CN2C=NC(=C2)C(=O)O)C=CC1C=1SC2=NC(=CC=C2N1)C1(CC1)C1=CC=CC=C1 (1-(3-fluoro-4-(5-(1-phenylcyclopropyl)thiazolo[5,4-b]pyridin-2-yl)benzyl)-1H-imidazole-4-carboxylic acid). RXN SMILES: [F:1][C:2]1[CH:3]=[C:4]([CH2:26][N:27]2[CH:31]=[C:30]([C:32]([O:34]CC)=[O:33])[N:29]=[CH:28]2)[CH:5]=[CH:6][C:7]=1[C:8]1[S:9][C:10]2[C:15]([N:16]=1)=[CH:14][CH:13]=[C:12]([C:17]1([C:20]3[CH:25]=[CH:24][CH:23]=[CH:22][CH:21]=3)[CH2:19][CH2:18]1)[N:11]=2.[OH-].[Li+]>C1COCC1.O>[F:1][C:2]1[CH:3]=[C:4]([CH:5]=[CH:6][C:7]=1[C:8]1[S:9][C:10]2[C:15]([N:16]=1)=[CH:14][CH:13]=[C:12]([C:17]1([C:20]3[CH:25]=[CH:24][CH:23]=[CH:22][CH:21]=3)[CH2:19][CH2:18]1)[N:11]=2)[CH2:26][N:27]1[CH:31]=[C:30]([C:32]([OH:34])=[O:33])[N:29]=[CH:28]1 |f:1.2|. Reported procedure: To a solution of ethyl 1-((3-fluoro-4-(5-(1-phenylcyclopropyl)thiazolo[5,4-b]pyridin-2-yl)phenyl)methyl)-1H-imidazole-4-carboxylate (0.034 g, 0.068 mmol) in THF was added a solution of lithium hydroxide (0.0082 g, 0.34 mmol) in 1.0 mL of water. The reaction mixture was heated to 100° C. for 18 h. The crude reaction mixture was concentrated in vacuo. The residue was diluted with water and the pH was adjusted to 1 with aq. HCl. The solid was collected by filtration, rinsed with water and Et2O, and... Reactants: CCCc1c(OCOC)ccc(Br)c1COC1CCCCO1, [Li]CCCC, O=C(C(F)(F)F)C(F)(F)F, C1CCOC1, O. The product is CCCc1c(OCOC)ccc(C(O)(C(F)(F)F)C(F)(F)F)c1COC1CCCCO1. RXN SMILES: [Br:6][c:7]1[cH:8][cH:9][c:10]([O:24][CH2:25][O:26][CH3:27])[c:11]([CH2:21][CH2:22][CH3:23])[c:12]1[CH2:13][O:14][CH:15]1[O:16][CH2:17][CH2:18][CH2:19][CH2:20]1.[CH2:1]([Li:2])[CH2:3][CH2:4][CH3:5].[F:28][C:29]([F:30])([F:31])[C:32](=[O:33])[C:34]([F:35])([F:36])[F:37].[O:39]1[CH2:40][CH2:41][CH2:42][CH2:43]1.[OH2:38]>>[c:7]1([C:32]([C:29]([F:28])([F:30])[F:31])([OH:33])[C:34]([F:35])([F:36])[F:37])[cH:8][cH:9][c:10]([O:24][CH2:25][O:26][CH3:27])[c:11]([CH2:21][CH2:22][CH3:23])[c:12]1[CH2:13][O:14][CH:15]1[O:16][CH2:17][CH2:18][CH2:19][CH2:20]1. Starting materials: C(#N)C1=C(C=C(C(=C1)OC)OCC1=CC(=CC=C1)S(=O)(=NC(=O)OCC)C)N=CN(C)C (N′-(2-cyano-5-{3-[(RS)-N-(ethoxycarbonyl)-S-methylsulphonimidoyl]benzyloxy}-4-methoxyphenyl)-N,N-dimethylformimidamide), NC1=CC(=NC=C1)C (4-amino-2-methylpyridine). Solvent: ClCCl.CO (dichloromethane methanol). Yields the product C(C)OC(=O)N=S(=O)(C1=CC(=CC=C1)COC1=C(C=C2C(=NC=NC2=C1)NC1=CC(=NC=C1)C)OC)C ((RS)-N-(Ethoxycarbonyl)-S-methyl-S-[3-({[4-(2-methyl-4-pyridylamino)-6-methoxyquinazolin-7-yl]oxy}methyl)phenyl]sulphoximide). The yield is 19.0%. Reaction SMILES: [C:1]([C:3]1[CH:8]=[C:7]([O:9][CH3:10])[C:6]([O:11][CH2:12][C:13]2[CH:18]=[CH:17][CH:16]=[C:15]([S:19]([CH3:27])(=[N:21][C:22]([O:24][CH2:25][CH3:26])=[O:23])=[O:20])[CH:14]=2)=[CH:5][C:4]=1[N:28]=[CH:29]N(C)C)#[N:2].[NH2:33][C:34]1[CH:39]=[CH:38][N:37]=[C:36]([CH3:40])[CH:35]=1>ClCCl.CO>[CH2:25]([O:24][C:22]([N:21]=[S:19]([CH3:27])([C:15]1[CH:16]=[CH:17][CH:18]=[C:13]([CH2:12][O:11][C:6]2[CH:5]=[C:4]3[C:3]([C:1]([NH:33][C:34]4[CH:39]=[CH:38][N:37]=[C:36]([CH3:40])[CH:35]=4)=[N:2][CH:29]=[N:28]3)=[CH:8][C:7]=2[O:9][CH3:10])[CH:14]=1)=[O:20])=[O:23])[CH3:26] |f:2.3|. Reported procedure: According to GWP 5, the reaction of N′-(2-cyano-5-{3-[(RS)-N-(ethoxycarbonyl)-S-methylsulphonimidoyl]benzyloxy}-4-methoxyphenyl)-N,N-dimethylformimidamide (100 mg, 0.22 mmol) with 4-amino-2-methylpyridine (28 mg, 0.26 mmol) and chromatography (silica gel, dichloromethane/methanol: 4/1) gives the desired product in 19% yield (21 mg). Starting materials: O (water), ClC=1C=CC(=NC1)NC(C1=C(C(=CC(=C1)Cl)OC)NC(=O)C=1SC=C(C1Cl)CN1C(=NC=C1)N)=O (N-(5-chloropyridin-2-yl)-2-[((4-((2-aminoimidazol-1-yl)methyl)-3-chlorothiophen-2-yl)carbonyl)amino]-3-methoxy-5-chlorobenzamide), S(O)(O)(=O)=O (sulfuric acid), ClN1C(CCC1=O)=O (N-chlorosuccinimide), CO (methanol). Run at time 6 hour. The product is ClC=1C=CC(=NC1)NC(C1=C(C(=CC(=C1)Cl)OC)NC(=O)C=1SC=C(C1Cl)CN1C(N[C@H]([C@H]1OC)OC)=N)=O (N-(5-chloropyridin-2-yl)-2-[((4-((cis4,5-dimethoxy-2-iminotetrahydroimidazol-1-yl)methyl)-3-chlorothiophen-2-yl)carbonyl)amino]-3-methoxy-5-chlorobenzamide). Reaction SMILES: [Cl:1][C:2]1[CH:3]=[CH:4][C:5]([NH:8][C:9](=[O:35])[C:10]2[CH:15]=[C:14]([Cl:16])[CH:13]=[C:12]([O:17][CH3:18])[C:11]=2[NH:19][C:20]([C:22]2[S:23][CH:24]=[C:25]([CH2:28][N:29]3[CH:33]=[CH:32][N:31]=[C:30]3[NH2:34])[C:26]=2[Cl:27])=[O:21])=[N:6][CH:7]=1.S(=O)(=O)(O)O.ClN1[C:46](=[O:47])CCC1=O.[OH2:49].[CH3:50]O>>[Cl:1][C:2]1[CH:3]=[CH:4][C:5]([NH:8][C:9](=[O:35])[C:10]2[CH:15]=[C:14]([Cl:16])[CH:13]=[C:12]([O:17][CH3:18])[C:11]=2[NH:19][C:20]([C:22]2[S:23][CH:24]=[C:25]([CH2:28][N:29]3[C@H:33]([O:47][CH3:46])[C@H:32]([O:49][CH3:50])[NH:31][C:30]3=[NH:34])[C:26]=2[Cl:27])=[O:21])=[N:6][CH:7]=1. Procedure details: N-(5-chloropyridin-2-yl)-2-[((4-((2-aminoimidazol-1-yl)methyl)-3-chlorothiophen-2-yl)carbonyl)amino]-3-methoxy-5-chlorobenzamide (0.053 g, 0.96 mmol) and sulfuric acid (0.10 g, 1.06 mmol) in methanol (10 mL) was added N-chlorosuccinimide (0.192 g, 1.43 mmol). After stirring at ambient temperature for 6 hours, the reaction was poured into water and extracted with ethyl acetate. The ethyl acetate extract was dried over sodium sulfate, concentrated in vacuo, and purified by flash chromatography on ...